Dataset: the Open Reaction Database (ORD), a public repository of structured organic reaction records. Task: describe an organic reaction: reactants, conditions, products, and yield Yields the product Cc1c(-c2cccnc2)n(CO)c2ccc(Cl)cc12. As a reaction SMILES: [CH3:26][CH:27]([CH2:28][AlH:29][CH2:30][CH:31]([CH3:32])[CH3:33])[CH3:34].[Cl:1][c:2]1[cH:3][c:4]2[c:5]([CH3:25])[c:6](-[c:19]3[cH:20][n:21][cH:22][cH:23][cH:24]3)[n:7]([CH2:11][O:12][C:13](=[O:14])[C:15]([CH3:16])([CH3:17])[CH3:18])[c:8]2[cH:9][cH:10]1.[Cl:35][CH2:36][Cl:37]>>[Cl:1][c:2]1[cH:3][c:4]2[c:5]([CH3:25])[c:6](-[c:19]3[cH:20][n:21][cH:22][cH:23][cH:24]3)[n:7]([CH2:11][OH:12])[c:8]2[cH:9][cH:10]1. Reactants: CC(C)C[AlH]CC(C)C, Cc1c(-c2cccnc2)n(COC(=O)C(C)(C)C)c2ccc(Cl)cc12, ClCCl. As a reaction SMILES: [CH2:40]([Cl:41])[Cl:42].[CH3:15][c:16]1[cH:17][cH:18][cH:19][cH:20][cH:21]1.[CH3:22][Al:23]([CH3:24])[CH3:25].[CH3:26][O:27][c:28]1[n:29][c:30]([NH:35][C:36]([O:37][CH3:39])=[O:38])[n:31][c:32]([CH3:34])[cH:33]1.[n:1]1[cH:2][cH:3][cH:4][c:5]2[cH:6][cH:7][cH:8][c:9]([S:11](=[O:12])(=[O:13])[NH2:14])[c:10]12>>[n:1]1[cH:2][cH:3][cH:4][c:5]2[cH:6][cH:7][cH:8][c:9]([S:11](=[O:12])(=[O:13])[NH:14][C:36]([NH:35][c:30]3[n:29][c:28]([O:27][CH3:26])[cH:33][c:32]([CH3:34])[n:31]3)=[O:37])[c:10]12. The product is COc1cc(C)nc(NC(=O)NS(=O)(=O)c2cccc3cccnc23)n1. The reactants are ClCCl, Cc1ccccc1, C[Al](C)C, COC(=O)Nc1nc(C)cc(OC)n1, NS(=O)(=O)c1cccc2cccnc12. Starting materials: ClCCl, CC(C)(C)Cn1c(CO)nc2c(Cl)ncnc21, BrP(Br)Br. Product: CC(C)(C)Cn1c(CBr)nc2c(Cl)ncnc21. RXN SMILES: [CH2:22]([Cl:23])[Cl:24].[Cl:1][c:2]1[c:3]2[n:4][c:5]([CH2:16][OH:17])[n:6]([CH2:11][C:12]([CH3:13])([CH3:14])[CH3:15])[c:7]2[n:8][cH:9][n:10]1.[P:18]([Br:19])([Br:20])[Br:21]>>[Cl:1][c:2]1[c:3]2[n:4][c:5]([CH2:16][Br:19])[n:6]([CH2:11][C:12]([CH3:13])([CH3:14])[CH3:15])[c:7]2[n:8][cH:9][n:10]1. Reactants: CO, O=[N+]([O-])c1ccc(-c2ccc(OC(F)(F)F)cc2)cc1. Yields the product Nc1ccc(-c2ccc(OC(F)(F)F)cc2)cc1. RXN SMILES: [CH3:21][OH:22].[N+:1]([O-:2])(=[O:3])[c:4]1[cH:5][cH:6][c:7](-[c:10]2[cH:11][cH:12][c:13]([O:16][C:17]([F:18])([F:19])[F:20])[cH:14][cH:15]2)[cH:8][cH:9]1>>[NH2:1][c:4]1[cH:5][cH:6][c:7](-[c:10]2[cH:11][cH:12][c:13]([O:16][C:17]([F:18])([F:19])[F:20])[cH:14][cH:15]2)[cH:8][cH:9]1. The reactants are CC1=NC=CC(=C1)N (2-Methylpyridin-4-amine), TEA, ClC=1C=C(C=2N(N1)C(=CN2)C(=O)O)N(C2=CC=CC=C2)CC2=CC=C(C=C2)OC (6-Chloro-8-((4-methoxybenzyl)(phenyl)amino)imidazo[1,2-b]pyridazine-3-carboxylic acid). The solvent is O=S(Cl)Cl (SOCl2). Run at time 12 hour. Yields the product ClC=1C=C(C=2N(N1)C(=CN2)C(=O)NC2=CC(=NC=C2)C)N(C2=CC=CC=C2)CC2=CC=C(C=C2)OC (6-chloro-8-((4-methoxybenzyl)(phenyl)amino)-N-(2-methylpyridin-4-yl)imidazo[1,2-b]pyridazine-3-carboxamide). Yield: 55.2%. Reaction SMILES: [Cl:1][C:2]1[CH:3]=[C:4]([N:14]([CH2:21][C:22]2[CH:27]=[CH:26][C:25]([O:28][CH3:29])=[CH:24][CH:23]=2)[C:15]2[CH:20]=[CH:19][CH:18]=[CH:17][CH:16]=2)[C:5]2[N:6]([C:8]([C:11](O)=[O:12])=[CH:9][N:10]=2)[N:7]=1.[CH3:30][C:31]1[CH:36]=[C:35]([NH2:37])[CH:34]=[CH:33][N:32]=1>O=S(Cl)Cl>[Cl:1][C:2]1[CH:3]=[C:4]([N:14]([CH2:21][C:22]2[CH:27]=[CH:26][C:25]([O:28][CH3:29])=[CH:24][CH:23]=2)[C:15]2[CH:20]=[CH:19][CH:18]=[CH:17][CH:16]=2)[C:5]2[N:6]([C:8]([C:11]([NH:37][C:35]3[CH:34]=[CH:33][N:32]=[C:31]([CH3:30])[CH:36]=3)=[O:12])=[CH:9][N:10]=2)[N:7]=1. Reported procedure: 6-Chloro-8-((4-methoxybenzyl)(phenyl)amino)imidazo[1,2-b]pyridazine-3-carboxylic acid (150 mg, 0.37 mmol) in SOCl2 (2 mL) was heated at 60° C. for 1 hour. The reaction mixture was concentrated, dried under reduced pressure and dissolved in DCM (3 mL). 2-Methylpyridin-4-amine (45 mg, 0.41 mmol), and TEA (0.16 mL, 1.11 mmol) were added and the reaction mixture was stirred at room temperature for 12 hours, concentrated and then purified by silica gel chromatography (5% MeOH in DCM) to obtain 6-chlo...